Dataset: the Open Reaction Database (ORD), a public repository of structured organic reaction records. Task: describe an organic reaction: reactants, conditions, products, and yield Starting materials: C1=C2C(=C(C(=C(C1=O)O)O)O)C(=O)OC2=O (puberulonic acid). The solvent is O (water). Yields the product C1=C(C=C(C(=C(C1=O)O)O)O)C(=O)O (puberulic acid). Yield: 67.9%. RXN SMILES: [CH:1]1[C:7](=[O:8])[C:6]([OH:9])=[C:5]([OH:10])[C:4]([OH:11])=[C:3]2C([O:14][C:15](=[O:16])[C:2]=12)=O>O>[CH:1]1[C:7](=[O:8])[C:6]([OH:9])=[C:5]([OH:10])[C:4]([OH:11])=[CH:3][C:2]=1[C:15]([OH:16])=[O:14]. Reported procedure: 5 mg of puberulonic acid are dissolved in 300 μl of water and treated at 105° for 15 hours under nitrogen, using a Pico-tag apparatus (Waters-Millipore). The reaction solution is freeze dried, obtaining about 3 mg of puberulic acid. Reactants: ClC(Cl)Cl, O=c1cc(Nc2ccccc2)n(-c2ccccc2)c2nc(CO)c(F)cc12, O=[Mn]=O. RXN SMILES: [Cl:28][CH:29]([Cl:30])[Cl:31].[NH:1]([c:2]1[cH:3][cH:4][cH:5][cH:6][cH:7]1)[c:8]1[n:9](-[c:22]2[cH:23][cH:24][cH:25][cH:26][cH:27]2)[c:10]2[n:11][c:12]([CH2:20][OH:21])[c:13]([F:19])[cH:14][c:15]2[c:16](=[O:18])[cH:17]1.[O:32]=[Mn:33]=[O:34]>>[NH:1]([c:2]1[cH:3][cH:4][cH:5][cH:6][cH:7]1)[c:8]1[n:9](-[c:22]2[cH:23][cH:24][cH:25][cH:26][cH:27]2)[c:10]2[n:11][c:12]([CH:20]=[O:21])[c:13]([F:19])[cH:14][c:15]2[c:16](=[O:18])[cH:17]1. Yields the product O=Cc1nc2c(cc1F)c(=O)cc(Nc1ccccc1)n2-c1ccccc1. The reactants are C=CCN1CCN(C(c2ccc(C(=O)N(CC)CC)cc2)c2cccc(NCc3cccs3)c2)CC1, CO, O=C(O)C(F)(F)F, CCN(CC)C(=O)c1ccc(C(c2cccc(N)c2)N2CCN(CC=C(C)C)CC2)cc1. Yields the product CCN(CC)C(=O)c1ccc(C(c2cccc(NCc3cccs3)c2)N2CCN(CC=C(C)C)CC2)cc1. Reaction SMILES: [CH2:33]([N:34]1[CH2:35][CH2:36][N:37]([CH:38]([c:39]2[cH:40][cH:41][cH:42][c:43]([NH:44][CH2:63][c:64]3[s:65][cH:66][cH:67][cH:68]3)[cH:45]2)[c:46]2[cH:47][cH:48][c:49]([C:50]([N:51]([CH2:52][CH3:53])[CH2:54][CH3:55])=[O:56])[cH:57][cH:58]2)[CH2:59][CH2:60]1)[CH:61]=[CH2:62].[CH3:76][OH:77].[F:69][C:70]([F:71])([F:72])[C:73]([OH:74])=[O:75].[NH2:1][c:2]1[cH:3][c:4]([CH:8]([c:9]2[cH:10][cH:11][c:12]([C:13](=[O:14])[N:15]([CH2:16][CH3:17])[CH2:18][CH3:19])[cH:20][cH:21]2)[N:22]2[CH2:23][CH2:24][N:25]([CH2:28][CH:29]=[C:30]([CH3:31])[CH3:32])[CH2:26][CH2:27]2)[cH:5][cH:6][cH:7]1>>[NH:1]([c:2]1[cH:3][c:4]([CH:8]([c:9]2[cH:10][cH:11][c:12]([C:13](=[O:14])[N:15]([CH2:16][CH3:17])[CH2:18][CH3:19])[cH:20][cH:21]2)[N:22]2[CH2:23][CH2:24][N:25]([CH2:28][CH:29]=[C:30]([CH3:31])[CH3:32])[CH2:26][CH2:27]2)[cH:5][cH:6][cH:7]1)[CH2:63][c:64]1[s:65][cH:66][cH:67][cH:68]1. Starting materials: N1=C(C=CC=C1)CN1C=C(C=C1C(C1=CC=C(C=C1)C1=CC=CC=C1)=O)C(=O)OCC (Ethyl 1-(2-pyridylmethyl)-5-(4-phenylbenzoyl)-pyrrole-3-carboxylate), O1CCOCC1 (dioxane), [Se](=O)=O (selenium dioxide). Run in O (water). The product is C1(=CC=CC=C1)C1=CC=C(C(=O)C2=CC(=CN2)C(=O)OCC)C=C1 (ethyl 5-(4-phenylbenzoyl)pyrrole-3-carboxylate). The yield is 75.2%. As a reaction SMILES: N1C=CC=CC=1C[N:8]1[C:12]([C:13](=[O:26])[C:14]2[CH:19]=[CH:18][C:17]([C:20]3[CH:25]=[CH:24][CH:23]=[CH:22][CH:21]=3)=[CH:16][CH:15]=2)=[CH:11][C:10]([C:27]([O:29][CH2:30][CH3:31])=[O:28])=[CH:9]1.O1CCOCC1.[Se](=O)=O>O>[C:20]1([C:17]2[CH:16]=[CH:15][C:14]([C:13]([C:12]3[NH:8][CH:9]=[C:10]([C:27]([O:29][CH2:30][CH3:31])=[O:28])[CH:11]=3)=[O:26])=[CH:19][CH:18]=2)[CH:21]=[CH:22][CH:23]=[CH:24][CH:25]=1. Reported procedure: Ethyl 1-(2-pyridylmethyl)-5-(4-phenylbenzoyl)-pyrrole-3-carboxylate (5.3 g.) was combined with 150 ml. of dioxane, 5 ml. of water and 10 g. of selenium dioxide and refluxed for approximately 16 hours. Insoluble material was separated by filtration, the filtrate was diluted with 150 ml. of ether and 150 ml. of water, the mixture equilibrated, the ether phase separated, back-washed twice with 100 ml. portions of water, filtered and concentrated to yield ethyl 5-(4-phenylbenzoyl)pyrrole-3-carboxyla...